This data is from the Open Reaction Database (ORD), a public repository of structured organic reaction records. The task is: describe an organic reaction: reactants, conditions, products, and yield The reactants are ClC1=C(C(=O)O)C=CC=C1 (2-Chlorobenzoic acid), CN(C)CCN(C)C (TMEDA), C[Si](C)(C)Cl (TMSCl), [Li]C(C)CC (s-BuLi), C1CCCCC1 (cyclohexane), C(CC(O)(C(=O)O)CC(=O)O)(=O)O (citric acid). Run in C1CCOC1 (THF). Reaction conditions: temperature -100 celsius. Yields the product ClC1=C(C(=O)O)C(=CC=C1)[Si](C)(C)C (2-Chloro-6-(trimethylsilyl)benzoic acid). The yield is 63.0%. As a reaction SMILES: [Cl:1][C:2]1[CH:10]=[CH:9][CH:8]=[CH:7][C:3]=1[C:4]([OH:6])=[O:5].CN(CCN(C)C)C.[Li]C(CC)C.C1CCCCC1.[CH3:30][Si:31](Cl)([CH3:33])[CH3:32].C(O)(=O)CC(CC(O)=O)(C(O)=O)O>C1COCC1>[Cl:1][C:2]1[CH:10]=[CH:9][CH:8]=[C:7]([Si:31]([CH3:33])([CH3:32])[CH3:30])[C:3]=1[C:4]([OH:6])=[O:5]. Procedure details: 2-Chlorobenzoic acid (3.91 g, 25 mmol), THF (60 mL), and TMEDA (8.6 mL, 57 mmol) were stirred under nitrogen and cooled to -100° C. 1.3M s-BuLi in cyclohexane (0.055 mol, 42.3 mL) was added dropwise keeping the temperature below -80° C. After the addition was complete TMSCl (2.7 g, 25 mmol) was added dropwise and the resulting mixture was allowed to stir and slowly warm to -30 C. 25% citric acid (100 mL) was added and the mixture was extracted with two 50 mL portions of ether, which were then co...